Dataset: the Open Reaction Database (ORD), a public repository of structured organic reaction records. Task: describe an organic reaction: reactants, conditions, products, and yield Starting materials: OC1=CC=C(C(=O)O)C=C1 (4-hydroxybenzoic acid), C(C(=O)Cl)(=O)Cl (oxalyl chloride), CN(C=O)C (N,N-dimethylformamide), C(C)(C)NC(C)C (diisopropylamine). The solvent is ClCCl (dichloromethane). Reaction conditions: time 2 hour. Yields the product OC1=CC=C(C(=O)N(C(C)C)C(C)C)C=C1 (4-hydroxy-N,N-bis(1-methylethyl)benzamide). Reaction SMILES: [OH:1][C:2]1[CH:10]=[CH:9][C:5]([C:6]([OH:8])=O)=[CH:4][CH:3]=1.C(Cl)(=O)C(Cl)=O.CN(C)C=O.[CH:22]([NH:25][CH:26]([CH3:28])[CH3:27])([CH3:24])[CH3:23]>ClCCl>[OH:1][C:2]1[CH:3]=[CH:4][C:5]([C:6]([N:25]([CH:26]([CH3:28])[CH3:27])[CH:22]([CH3:24])[CH3:23])=[O:8])=[CH:9][CH:10]=1. Procedure details: A stirred solution of 4-hydroxybenzoic acid (5 g, 36.2 mmol) in 50 mL of dichloromethane is treated at 0° C. with oxalyl chloride (6.3 mL, 72.4 mmol) and N,N-dimethylformamide (5.6 mL, 72.4 mmol). This solution is stirred at room temperature for 2 hours and treated with diisopropylamine (40 mL, 286 mmol) at 0° C. After stirring at room temperature for overnight, the reaction is partitioned between ethyl acetate and 1N hydrochloride solution. The organic phase is washed with brine, dried over sod...